Dataset: the Open Reaction Database (ORD), a public repository of structured organic reaction records. Task: describe an organic reaction: reactants, conditions, products, and yield The reactants are C(C)(=O)N[C@H]1[C@H](O[C@@H]([C@@H]([C@@H]1OC(C)=O)OC(C)=O)COC(C)=O)N=[N+]=[N-] (2-acetamido-3,4,6-tri-O-acetyl-1-azido-1,2-dideoxy-a-D-galactopyranose). Reagents/catalysts: [Pd] (Pd on activated charcoal). The solvent is CO (methanol). Reaction conditions: time 24 hour. The product is C(C)(=O)N[C@H]1[C@H](O[C@@H]([C@@H]([C@@H]1OC(C)=O)OC(C)=O)COC(C)=O)N (2-acetamido-3,4,6-tri-O-acetyl-1-amino-1,2-dideoxy-a-D-galactopyranose). RXN SMILES: [C:1]([NH:4][C@@H:5]1[C@@H:10]([O:11][C:12](=[O:14])[CH3:13])[C@@H:9]([O:15][C:16](=[O:18])[CH3:17])[C@@H:8]([CH2:19][O:20][C:21](=[O:23])[CH3:22])[O:7][C@@H:6]1[N:24]=[N+]=[N-])(=[O:3])[CH3:2]>CO.[Pd]>[C:1]([NH:4][C@@H:5]1[C@@H:10]([O:11][C:12](=[O:14])[CH3:13])[C@@H:9]([O:15][C:16](=[O:18])[CH3:17])[C@@H:8]([CH2:19][O:20][C:21](=[O:23])[CH3:22])[O:7][C@@H:6]1[NH2:24])(=[O:3])[CH3:2]. Procedure: Compound 47 (1.0 g) was dissolved in 30 mL methanol and subjected to hydrogenolysis using 1.0 g of 10% Pd on activated charcoal. After 24 hr, the charcoal was removed by filtration, and the filtrate was concentrated under vacuum to give 2-acetamido-3,4,6-tri-O-acetyl-1-amino-1,2-dideoxy-a-D-galactopyranose, 48, as colorless gum (850 mg). The derivative 48 gave a positive ninhydrin test. Starting materials: Cl.COC([C@@H](N)CO)=O (L-serine methyl ester hydrochloride), C(C1=CC=CC=C1)N (benzylamine). Yields the product C(C1=CC=CC=C1)NC(C(CO)N)=O (N-Benzyl-2-aminohydracrylamide). Yield: 34.2%. Reaction SMILES: Cl.C[O:3][C:4](=O)[C@H:5]([CH2:7][OH:8])[NH2:6].[CH2:10]([NH2:17])[C:11]1[CH:16]=[CH:15][CH:14]=[CH:13][CH:12]=1>>[CH2:10]([NH:17][C:4](=[O:3])[CH:5]([NH2:6])[CH2:7][OH:8])[C:11]1[CH:16]=[CH:15][CH:14]=[CH:13][CH:12]=1 |f:0.1|. Procedure: To a stirred methanolic solution (250 mL) of L-serine methyl ester hydrochloride ((S)-6) (20.00 g, 128 mmol) was added benzylamine (55.9 mL, 512 mmol), and then the reaction solution was heated at reflux (18 h). The solvent was removed under reduced pressure, the insoluble salts were filtered, and the excess benzylamine was removed under high vacuum (Kugelrohr). The residue was dissolved in H2O (100 mL), and the product was extracted with CHCl3 (8×200 mL). The organic layers were combined and dr... Starting materials: CCO, Cc1cccc(Nc2cc(Cl)nc(SCC(=O)O)n2)c1C, [NH4+], [OH-]. The product is Cc1cccc(Nc2cc(Cl)nc(SCC(N)=O)n2)c1C. Reaction SMILES: [CH3:24][CH2:25][OH:26].[Cl:1][c:2]1[n:3][c:4]([S:17][CH2:18][C:19](=[O:20])[OH:21])[n:5][c:6]([NH:8][c:9]2[c:10]([CH3:16])[c:11]([CH3:15])[cH:12][cH:13][cH:14]2)[cH:7]1.[NH4+:22].[OH-:23]>>[Cl:1][c:2]1[n:3][c:4]([S:17][CH2:18][C:19](=[O:21])[NH2:22])[n:5][c:6]([NH:8][c:9]2[c:10]([CH3:16])[c:11]([CH3:15])[cH:12][cH:13][cH:14]2)[cH:7]1.